From a dataset of the Open Reaction Database (ORD), a public repository of structured organic reaction records. describe an organic reaction: reactants, conditions, products, and yield Starting materials: ClC1=C(C=C(C=C1Cl)[N+](=O)[O-])CN1C(NC(=CC1=O)C(F)(F)F)=O (3-(2,3-dichloro-5-nitrophenylmethyl)-6-trifluoromethyluracil), S(=O)(=O)(OC)OC (dimethyl sulfate), C([O-])([O-])=O.[K+].[K+] (potassium carbonate). Run in CC(=O)C (acetone). Product: ClC1=C(C=C(C=C1Cl)[N+](=O)[O-])CN1C(N(C(=CC1=O)C(F)(F)F)C)=O (3-(2,3-dichloro-5-nitrophenylmethyl)-1-methyl-6-trifluoromethyluracil). Yield: 20.8%. RXN SMILES: [Cl:1][C:2]1[C:7]([Cl:8])=[CH:6][C:5]([N+:9]([O-:11])=[O:10])=[CH:4][C:3]=1[CH2:12][N:13]1[C:18](=[O:19])[CH:17]=[C:16]([C:20]([F:23])([F:22])[F:21])[NH:15][C:14]1=[O:24].S(OC)(O[CH3:29])(=O)=O.C(=O)([O-])[O-].[K+].[K+]>CC(C)=O>[Cl:1][C:2]1[C:7]([Cl:8])=[CH:6][C:5]([N+:9]([O-:11])=[O:10])=[CH:4][C:3]=1[CH2:12][N:13]1[C:18](=[O:19])[CH:17]=[C:16]([C:20]([F:23])([F:22])[F:21])[N:15]([CH3:29])[C:14]1=[O:24] |f:2.3.4|. Procedure details: By the method of Example 1, Step H, 24.5 grams (0.064 mole) of 3-(2,3-dichloro-5-nitrophenylmethyl)-6-trifluoromethyluracil, 12.07 grams (0.096 mole) of dimethyl sulfate, and 17.64 grams (0.127 mole) of potassium carbonate were reacted in 300 mL of acetone, yielding 5.30 grams of 3-(2,3-dichloro-5-nitrophenylmethyl)-1-methyl-6-trifluoromethyluracil as a bright yellow solid. The NMR spectrum was consistent with the proposed structure. The reactants are ClCCl, C(=NC1CCCCC1)=NC1CCCCC1, CC(Cl)CC(C)Oc1ccc(C(=O)O)cc1, N#Cc1ccc(O)cc1. The product is CC(Cl)CC(C)Oc1ccc(C(=O)Oc2ccc(C#N)cc2)cc1. RXN SMILES: [CH2:41]([Cl:42])[Cl:43].[CH:26]1([N:27]=[C:28]=[N:29][CH:30]2[CH2:31][CH2:32][CH2:33][CH2:34][CH2:35]2)[CH2:36][CH2:37][CH2:38][CH2:39][CH2:40]1.[Cl:1][CH:2]([CH2:3][CH:4]([O:5][c:6]1[cH:7][cH:8][c:9]([C:10](=[O:11])[OH:12])[cH:13][cH:14]1)[CH3:15])[CH3:16].[OH:17][c:18]1[cH:19][cH:20][c:21]([C:24]#[N:25])[cH:22][cH:23]1>>[Cl:1][CH:2]([CH2:3][CH:4]([O:5][c:6]1[cH:7][cH:8][c:9]([C:10]([O:11][c:18]2[cH:19][cH:20][c:21]([C:24]#[N:25])[cH:22][cH:23]2)=[O:12])[cH:13][cH:14]1)[CH3:15])[CH3:16]. Reactants: CC(=O)OCC(=O)Cl, CN(C)c1ccncc1, CCN(C(C)C)C(C)C, NS(=O)(=O)c1ccc(-c2c(-c3cccc(F)c3)nn3cc(C(F)(F)F)ccc23)cc1. Product: CC(=O)OCC(=O)NS(=O)(=O)c1ccc(-c2c(-c3cccc(F)c3)nn3cc(C(F)(F)F)ccc23)cc1. Reaction SMILES: [C:31]([CH3:32])(=[O:33])[O:34][CH2:35][C:36](=[O:37])[Cl:38].[CH3:39][N:40]([CH3:41])[c:42]1[cH:43][cH:44][n:45][cH:46][cH:47]1.[CH:48]([N:49]([CH:50]([CH3:51])[CH3:52])[CH2:53][CH3:54])([CH3:55])[CH3:56].[F:1][c:2]1[cH:3][c:4](-[c:8]2[n:9][n:10]3[c:11]([cH:12][cH:13][c:14]([C:16]([F:17])([F:18])[F:19])[cH:15]3)[c:20]2-[c:21]2[cH:22][cH:23][c:24]([S:27](=[O:28])(=[O:29])[NH2:30])[cH:25][cH:26]2)[cH:5][cH:6][cH:7]1>>[F:1][c:2]1[cH:3][c:4](-[c:8]2[n:9][n:10]3[c:11]([cH:12][cH:13][c:14]([C:16]([F:17])([F:18])[F:19])[cH:15]3)[c:20]2-[c:21]2[cH:22][cH:23][c:24]([S:27](=[O:28])(=[O:29])[NH:30][C:36]([CH2:35][O:34][C:31]([CH3:32])=[O:33])=[O:37])[cH:25][cH:26]2)[cH:5][cH:6][cH:7]1. The reactants are ClC1=C(C=C2C(=CNC2=C1)C=O)C1=CC=C(C=C1)OCC(CO)(C)C (6-chloro-5-[4-(3-hydroxy-2,2-dimethylpropoxy)phenyl]-1H-indole-3-carbaldehyde), CC(C)=CC (2-methyl-2-butene), Cl(=O)[O-].[Na+] (sodium chlorite), OP(=O)(O)[O-].[Na+] (sodium phosphate monobasic). The solvent is C(C)#N (acetonitrile), O (water), C(C)(C)(C)O (tert-butanol), C(C)(=O)OCC (ethyl acetate). Run at time 2 minute. The product is N1C=C(C2=CC=CC=C12)C(=O)O (1H-indole-3-carboxylic acid). Isolated yield 73.0%. As a reaction SMILES: Cl[C:2]1[CH:10]=[C:9]2[C:5]([C:6]([CH:11]=[O:12])=[CH:7][NH:8]2)=[CH:4][C:3]=1C1C=CC(OCC(C)(C)CO)=CC=1.CC(=CC)C.Cl([O-])=[O:32].[Na+].OP([O-])(O)=O.[Na+]>C(#N)C.C(OCC)(=O)C.O.C(O)(C)(C)C>[NH:8]1[C:9]2[C:5](=[CH:4][CH:3]=[CH:2][CH:10]=2)[C:6]([C:11]([OH:12])=[O:32])=[CH:7]1 |f:2.3,4.5|. Procedure: To a solution of 6-chloro-5-[4-(3-hydroxy-2,2-dimethylpropoxy)phenyl]-1H-indole-3-carbaldehyde (60 mg, 0.17 mmol) in acetonitrile (3 mL) was added tert-butanol (3 mL), water (3 mL) and 2-methyl-2-butene (1.38 mL). The reaction mixture was stirred for 2 min then treated with sodium chlorite (338 mg, 3.76 mmol) and sodium phosphate monobasic (787 mg, 5.04 mmol). The mixture was stirred at room temperature overnight. The reaction was quenched with sodium sulfite and concentrated in vacuo to give a ... As a reaction SMILES: [CH:1]1([NH:4][C:5]([NH:7][C:8]2[CH:13]=[CH:12][C:11]([C:14]3[N:15]=[C:16]([N:23]4[CH2:28][CH2:27][O:26][CH2:25][C@@H:24]4[CH3:29])[C:17]4[CH2:22][NH:21][CH2:20][C:18]=4[N:19]=3)=[CH:10][CH:9]=2)=[O:6])[CH2:3][CH2:2]1.[CH2:30]([N:32]=[C:33]=[O:34])[CH3:31]>O1CCOCC1>[CH:1]1([NH:4][C:5](=[O:6])[NH:7][C:8]2[CH:9]=[CH:10][C:11]([C:14]3[N:15]=[C:16]([N:23]4[CH2:28][CH2:27][O:26][CH2:25][C@@H:24]4[CH3:29])[C:17]4[CH2:22][N:21]([C:33]([NH:32][CH2:30][CH3:31])=[O:34])[CH2:20][C:18]=4[N:19]=3)=[CH:12][CH:13]=2)[CH2:2][CH2:3]1. Procedure details: To a solution of (S)-1-cyclopropyl-3-(4-(4-(3-methylmorpholino)-6,7-dihydro-5H-pyrrolo[3,4-d]pyrimidin-2-yl)phenyl)urea (example 3) (50 mg 0.13 mmol) in dioxane (3 mL) at room temperature (20° C.) was added ethyl isocyanate (20 uL 0.26 mmol). The reaction mixture was stirred for 16 h. The solvent was removed in vacuo and the solid residue triturated with ether. The solid was collected by filtration and dried in vacuo to afford (32 mg 55%). Solvent: O1CCOCC1 (dioxane). Run at time 16 hour. The product is C1(CC1)NC(NC1=CC=C(C=C1)C=1N=C(C2=C(N1)CN(C2)C(=O)NCC)N2[C@H](COCC2)C)=O ((S)-2-(4-(3-cyclopropylureido)phenyl)-N-ethyl-4-(3-methylmorpholino)-5H-pyrrolo[3,4-d]pyrimidine-6(7H)-carboxamide). Starting materials: C1(CC1)NC(=O)NC1=CC=C(C=C1)C=1N=C(C2=C(N1)CNC2)N2[C@H](COCC2)C ((S)-1-cyclopropyl-3-(4-(4-(3-methylmorpholino)-6,7-dihydro-5H-pyrrolo[3,4-d]pyrimidin-2-yl)phenyl)urea), C(C)N=C=O (ethyl isocyanate).